Dataset: the Open Reaction Database (ORD), a public repository of structured organic reaction records. Task: describe an organic reaction: reactants, conditions, products, and yield Starting materials: C=CCN1CC(CN2CCC(c3ccc(F)cc3)CC2)C(C2CC2)C1, CC#N, O. RXN SMILES: [CH2:1]([CH:2]=[CH2:3])[N:4]1[CH2:5][CH:6]([CH2:12][N:13]2[CH2:14][CH2:15][CH:16]([c:19]3[cH:20][cH:21][c:22]([F:25])[cH:23][cH:24]3)[CH2:17][CH2:18]2)[CH:7]([CH:9]2[CH2:10][CH2:11]2)[CH2:8]1.[CH3:26][C:27]#[N:28].[OH2:29]>>[NH:4]1[CH2:5][CH:6]([CH2:12][N:13]2[CH2:14][CH2:15][CH:16]([c:19]3[cH:20][cH:21][c:22]([F:25])[cH:23][cH:24]3)[CH2:17][CH2:18]2)[CH:7]([CH:9]2[CH2:10][CH2:11]2)[CH2:8]1. Yields the product Fc1ccc(C2CCN(CC3CNCC3C3CC3)CC2)cc1. The reactants are CC(C)(C)[Si](C)(C)OCCC1CO1, CC#N, Cc1ccc(N)cc1F. The product is Cc1ccc(NCC(O)CCO[Si](C)(C)C(C)(C)C)cc1F. As a reaction SMILES: [C:1]([CH3:2])([CH3:3])([CH3:4])[Si:5]([O:6][CH2:7][CH2:8][CH:9]1[O:10][CH2:11]1)([CH3:12])[CH3:13].[CH3:23][C:24]#[N:25].[F:14][c:15]1[cH:16][c:17]([NH2:18])[cH:19][cH:20][c:21]1[CH3:22]>>[C:1]([CH3:2])([CH3:3])([CH3:4])[Si:5]([O:6][CH2:7][CH2:8][CH:9]([OH:10])[CH2:11][NH:18][c:17]1[cH:16][c:15]([F:14])[c:21]([CH3:22])[cH:20][cH:19]1)([CH3:12])[CH3:13].